Dataset: the Open Reaction Database (ORD), a public repository of structured organic reaction records. Task: describe an organic reaction: reactants, conditions, products, and yield Reactants: N1(C=NC2=C1C=CC=C2)C=2SC(=C(N2)OCC2=C(C=CC=C2)C(F)(F)F)C(=O)N (2-(1H-benzimidazol-1-yl)-4-({[2-(trifluoromethyl)phenyl]methyl}oxy)-1,3-thiazole-5-carboxamide), C(=O)([O-])[O-].[K+].[K+] (K2CO3), ClC=1SC(=C(N1)OCC1=C(C=CC=C1)C(F)(F)F)C(=O)N (2-chloro-4-({[2-(trifluoromethyl)phenyl]methyl}oxy)-1,3-thiazole-5-carboxamide), CC1=CC2=C(N=CN2)C=C1C (5,6-dimethylbenzimidazole). Solvent: CN(C)C=O (DMF). Yields the product CC1=CC2=C(N(C=N2)C=2SC(=C(N2)OCC2=C(C=CC=C2)C(F)(F)F)C(=O)N)C=C1C (2-(5,6-Dimethyl-1H-benzimidazol-1-yl)-4-({[2-(trifluoromethyl)phenyl]methyl}oxy)-1,3-thiazole-5-carboxamide). Reaction SMILES: N1(C2SC(C(N)=O)=C(OCC3C=CC=CC=3C(F)(F)F)N=2)C2C=CC=CC=2N=C1.Cl[C:31]1[S:32][C:33]([C:48]([NH2:50])=[O:49])=[C:34]([O:36][CH2:37][C:38]2[CH:43]=[CH:42][CH:41]=[CH:40][C:39]=2[C:44]([F:47])([F:46])[F:45])[N:35]=1.[CH3:51][C:52]1[C:60]([CH3:61])=[CH:59][C:55]2[N:56]=[CH:57][NH:58][C:54]=2[CH:53]=1.C([O-])([O-])=O.[K+].[K+]>CN(C=O)C>[CH3:51][C:52]1[C:60]([CH3:61])=[CH:59][C:55]2[N:56]([C:31]3[S:32][C:33]([C:48]([NH2:50])=[O:49])=[C:34]([O:36][CH2:37][C:38]4[CH:43]=[CH:42][CH:41]=[CH:40][C:39]=4[C:44]([F:47])([F:46])[F:45])[N:35]=3)[CH:57]=[N:58][C:54]=2[CH:53]=1 |f:3.4.5|. Reported procedure: Following the procedure described above for the preparation of 2-(1H-benzimidazol-1-yl)-4-({[2-(trifluoromethyl)phenyl]methyl}oxy)-1,3-thiazole-5-carboxamide using the following materials: 2-chloro-4-({[2-(trifluoromethyl)phenyl]methyl}oxy)-1,3-thiazole-5-carboxamide (0.050 g, 0.14 mmol), 5,6-dimethylbenzimidazole (0.012 g, 0.08 mmol), K2CO3(0.011 g, 0.08 mmol) and DMF (4 mL). The title compound was afforded by preparative HPLC. 1H NMR (400 MHz, CDCl3) δ 8.48 (s, 1H), 7.77 (d, J=7.9 Hz, 1H), 7.7...